Dataset: the Open Reaction Database (ORD), a public repository of structured organic reaction records. Task: describe an organic reaction: reactants, conditions, products, and yield Yields the product Cl.ClC=1C=C(C(N(C1)CC1=C(C=CC(=C1)C)S(=O)(=O)C)=N)C(=O)N (5-chloro-2-imino-1-[5-methyl-2-(methylsulfonyl)benzyl]-1,2-dihydropyridine-3-carboxamide hydrochloride). RXN SMILES: [C:1]([CH:3]([CH:7]1[C:11]([Cl:12])=[C:10](Cl)C(=O)O1)[C:4]([NH2:6])=[O:5])#[N:2].Cl.[CH3:16][C:17]1[CH:18]=[CH:19][C:20]([S:25]([CH3:28])(=[O:27])=[O:26])=[C:21]([CH2:23][NH2:24])[CH:22]=1.C(=O)([O-])[O-].[K+].[K+].[OH-].[Na+]>C(O)C>[ClH:12].[Cl:12][C:11]1[CH:7]=[C:3]([C:4]([NH2:6])=[O:5])[C:1](=[NH:2])[N:24]([CH2:23][C:21]2[CH:22]=[C:17]([CH3:16])[CH:18]=[CH:19][C:20]=2[S:25]([CH3:28])(=[O:27])=[O:26])[CH:10]=1 |f:1.2,3.4.5,6.7,9.10|. Reported procedure: (Step 2) 2-Cyano-2-(3,4-dichloro-5-oxo-2,5-dihydrofuran-2-yl)acetamide (2.49 g), 1-[5-methyl-2-(methylsulfonyl)phenyl]methanamine hydrochloride obtained in Step 1 (3.0 g) and potassium carbonate (4.4 g) were stirred in ethanol (30 ml) at 80° C. for 24 hr. The reaction mixture was treated with 1N sodium hydroxide solution, and extracted with ethyl acetate. The organic layer was washed with saturated brine, and dried over magnesium sulfate. The solvent was evaporated under reduced pressure. The re... The reactants are [OH-].[Na+] (sodium hydroxide), C(#N)C(C(=O)N)C1OC(C(=C1Cl)Cl)=O (2-Cyano-2-(3,4-dichloro-5-oxo-2,5-dihydrofuran-2-yl)acetamide), Cl.CC=1C=CC(=C(C1)CN)S(=O)(=O)C (1-[5-methyl-2-(methylsulfonyl)phenyl]methanamine hydrochloride), C([O-])([O-])=O.[K+].[K+] (potassium carbonate). The yield is 60.9%. Run in C(C)O (ethanol). Reactants: ClC(Cl)Cl, Nc1cccc(F)c1CO. The product is Nc1cccc(F)c1C=O. As a reaction SMILES: [CH:11]([Cl:12])([Cl:13])[Cl:14].[NH2:1][c:2]1[c:3]([CH2:9][OH:10])[c:4]([F:8])[cH:5][cH:6][cH:7]1>>[NH2:1][c:2]1[c:3]([CH:9]=[O:10])[c:4]([F:8])[cH:5][cH:6][cH:7]1. Reactants: Cl.C[C@H]1NCCC1 ((2R)-2-methylpyrrolidine hydrochloride), BrC1=CC=C(C=C1)C=1OC(=C(N1)CCOS(=O)(=O)C)C (Methanesulfonic acid 2-[2-(4-bromo-phenyl)-5-methyl-oxazol-4-yl]-ethyl ester), Cl.C[C@H]1NCCC1 ((2R)-2-methylpyrrolidine hydrochloride), BrC1=CC=C(C=C1)C=1OC(=C(N1)CCOS(=O)(=O)C)C (Methanesulfonic acid 2-[2-(4-bromo-phenyl)-5-methyl-oxazol-4-yl]-ethyl ester), C([O-])([O-])=O.[K+].[K+] (potassium carbonate). The reagents and catalysts are [I-].[K+] (potassium iodide). The solvent is C(C)#N (acetonitrile). Yields the product BrC1=CC=C(C=C1)C=1OC(=C(N1)CCN1[C@@H](CCC1)C)C (2-(4-Bromophenyl)-4-{2-[(2R)-2-methylpyrrolidin-1-yl]ethyl}-5-methyl-1,3-oxazole). Yield: 103.4%. As a reaction SMILES: [Br:1][C:2]1[CH:7]=[CH:6][C:5]([C:8]2[O:9][C:10]([CH3:20])=[C:11]([CH2:13][CH2:14]OS(C)(=O)=O)[N:12]=2)=[CH:4][CH:3]=1.C(=O)([O-])[O-].[K+].[K+].Cl.[CH3:28][C@@H:29]1[CH2:33][CH2:32][CH2:31][NH:30]1>[I-].[K+].C(#N)C>[Br:1][C:2]1[CH:7]=[CH:6][C:5]([C:8]2[O:9][C:10]([CH3:20])=[C:11]([CH2:13][CH2:14][N:30]3[CH2:31][CH2:32][CH2:33][C@H:29]3[CH3:28])[N:12]=2)=[CH:4][CH:3]=1 |f:1.2.3,4.5,6.7|. Procedure details: Prepare using the method of Example 102 with 2-[2-(4-bromophenyl)-5-methyl-1,3-oxazol-4-yl]ethyl methanesulfonate (See Intermediate 13) (0.65 g, 1.80 mmole), anhydrous acetonitrile (6 mL), potassium carbonate (0.87 g, 6.32 mmol), potassium iodide (0.03 g, 0.18 mmol) and (2R)-2-methylpyrrolidine hydrochloride (salt) (See Intermediate 7) (0.25 g, 2.08 mmol) to give the title compound as a pale orange oil (0.65 g): MS (m/e) (79Br/81Br): 349, 351(M+1) Reactants: ClCC=1C(=NC(=NC1)C1=CC=C(C=C1)C(F)(F)F)C (5-chloromethyl-4-methyl-2-(4-trifluoromethyl-phenyl)-pyrimidine), C(C)OC(CN1C=CC2=CC(=CC=C12)O)=O ((5-hydroxy-indol-1-yl)-acetic acid ethyl ester), C([O-])([O-])=O.[Cs+].[Cs+] (cesium carbonate). Solvent: CN(C)C=O (DMF). Run at time 3 hour. Yields the product C(C)OC(CN1C=CC2=CC(=CC=C12)OCC=1C(=NC(=NC1)C1=CC=C(C=C1)C(F)(F)F)C)=O ({5-[4-Methyl-2-(4-trifluoromethyl-phenyl)-pyrimidin-5-ylmethoxy]-indol-1-yl}-acetic acid ethyl ester). Isolated yield 44.0%. As a reaction SMILES: Cl[CH2:2][C:3]1[C:4]([CH3:19])=[N:5][C:6]([C:9]2[CH:14]=[CH:13][C:12]([C:15]([F:18])([F:17])[F:16])=[CH:11][CH:10]=2)=[N:7][CH:8]=1.[CH2:20]([O:22][C:23](=[O:35])[CH2:24][N:25]1[C:33]2[C:28](=[CH:29][C:30]([OH:34])=[CH:31][CH:32]=2)[CH:27]=[CH:26]1)[CH3:21].C(=O)([O-])[O-].[Cs+].[Cs+]>CN(C=O)C>[CH2:20]([O:22][C:23](=[O:35])[CH2:24][N:25]1[C:33]2[C:28](=[CH:29][C:30]([O:34][CH2:2][C:3]3[C:4]([CH3:19])=[N:5][C:6]([C:9]4[CH:14]=[CH:13][C:12]([C:15]([F:18])([F:17])[F:16])=[CH:11][CH:10]=4)=[N:7][CH:8]=3)=[CH:31][CH:32]=2)[CH:27]=[CH:26]1)[CH3:21] |f:2.3.4|. Procedure: To a solution of 300 mg (0.94 mmol) 5-chloromethyl-4-methyl-2-(4-trifluoromethyl-phenyl)-pyrimidine and 206 mg (0.94 mmol) (5-hydroxy-indol-1-yl)-acetic acid ethyl ester (example 1 c]) in 3 ml DMF was added 375 mg (1.15 mmol) cesium carbonate. The reaction mixture was stirred for 3 h at RT and then partitioned between ether and water. The crude product was purified by chromatography over silica gel with AcOEt/heptane 1.2 to give 194 mg of pure {5-[4-Methyl-2-(4-trifluoromethyl-phenyl)-pyrimidin-...